This data is from the Open Reaction Database (ORD), a public repository of structured organic reaction records. The task is: describe an organic reaction: reactants, conditions, products, and yield Reactants: C(C)N(C(=O)Cl)CC (N,N-diethylcarbamyl chloride), C(C)(C)C1=C(C=CC(=C1)OC)Br (2-isopropyl-4-methoxybromobenzene), solution, C(CCC)[Li] (butyl lithium). Solvent: C(C)OCC (diethyl ether), C(C)OCC (diethyl ether), C(C)OCC (diethyl ether). Run at temperature 0 celsius, time 5 hour. The product is C(C)(C)C1=C(C(=O)N(CC)CC)C=CC(=C1)OC (2-isopropyl-4-methoxy-N,N-diethylbenzamide). The yield is 79.3%. RXN SMILES: [CH:1]([C:4]1[CH:9]=[C:8]([O:10][CH3:11])[CH:7]=[CH:6][C:5]=1Br)([CH3:3])[CH3:2].C([Li])CCC.[CH2:18]([N:20]([CH2:24][CH3:25])[C:21](Cl)=[O:22])[CH3:19]>C(OCC)C>[CH:1]([C:4]1[CH:9]=[C:8]([O:10][CH3:11])[CH:7]=[CH:6][C:5]=1[C:21]([N:20]([CH2:24][CH3:25])[CH2:18][CH3:19])=[O:22])([CH3:3])[CH3:2]. Reported procedure: To a solution of 40.0 g (0.174 mol) of 2-isopropyl-4-methoxybromobenzene in 600 ml of diethyl ether at 0° C. was added 103.68 ml (0.175 mol) of a 1.69M solution of butyl lithium in diethyl ether. When the addition was complete the solution was cooled to 0° C. for one hour and stirred for an additional five hours at ambient temperature, then recooled to -78° C. and treated with a solution of 23.68 g (0.175 mol) of N,N-diethylcarbamyl chloride in 80 ml of diethyl ether. The resulting solution was ...